This data is from the Open Reaction Database (ORD), a public repository of structured organic reaction records. The task is: describe an organic reaction: reactants, conditions, products, and yield Isolated yield 60.4%. Reported procedure: A solution containing 660 mg (2.05 mmol) of 2'-Nitro-spiro(piperidine-4,6'-(6H)thieno[2,3-b]thiopyran)-4'(5'H)-one dihydropyran, 430 mg (4.1 mmol) of 2-vinylpyridine and 557 mg (4.1 mmol) of sodium acetate trihydrate in 10 ml of 1:1 methanol/water was heated at reflux for 4 hours. The reaction was cooled to room temperature and a solid separated. The solid was collected and dissolved in methanol and treated with excess ethanolic HCl. The dihydro chloride separated and was collected and dried ove... RXN SMILES: O1C=CCCC1.[N+:7]([C:10]1[S:24][C:13]2[S:14][C:15]3([CH2:23][CH2:22][NH:21][CH2:20][CH2:19]3)[CH2:16][C:17](=[O:18])[C:12]=2[CH:11]=1)([O-:9])=[O:8].[CH:25]([C:27]1[CH:32]=[CH:31][CH:30]=[CH:29][N:28]=1)=[CH2:26].O.O.O.C([O-])(=O)C.[Na+]>CO.O>[N+:7]([C:10]1[S:24][C:13]2[S:14][C:15]3([CH2:19][CH2:20][N:21]([CH2:26][CH2:25][C:27]4[CH:32]=[CH:31][CH:30]=[CH:29][N:28]=4)[CH2:22][CH2:23]3)[CH2:16][C:17](=[O:18])[C:12]=2[CH:11]=1)([O-:9])=[O:8] |f:0.1,3.4.5.6.7,8.9|. Reactants: O1CCCC=C1.[N+](=O)([O-])C1=CC2=C(SC3(CC2=O)CCNCC3)S1 (2'-Nitro-spiro(piperidine-4,6'-(6H)thieno[2,3-b]thiopyran)-4'(5'H)-one dihydropyran), C(=C)C1=NC=CC=C1 (2-vinylpyridine), O.O.O.C(C)(=O)[O-].[Na+] (sodium acetate trihydrate). Run in CO.O (methanol water). Yields the product [N+](=O)([O-])C1=CC2=C(SC3(CC2=O)CCN(CC3)CCC3=NC=CC=C3)S1 (2'-Nitro-1-(2-(2-pyridyl)ethyl)-spiro(piperdine-4,6'-(6H)thieno[2,3-b]thiopyran)-4'(5'H)-one). The reactants are S(=O)(Cl)Cl (thionyl chloride), C(C)OC(CCCCC(CCC)O)=S (6-hydroxy-8-methylthiooctanoic acid ethyl ester), N1=CC=CC=C1 (pyridine). Solvent: ClCCl (dichloromethane). Reaction conditions: time 1 hour. Product: C(C)OC(CCCCC(CCC)Cl)=S (6-chloro-8-methylthiooctanoic acid ethyl ester). Isolated yield 89.5%. RXN SMILES: S(Cl)([Cl:3])=O.[CH2:5]([O:7][C:8](=[S:18])[CH2:9][CH2:10][CH2:11][CH2:12][CH:13](O)[CH2:14][CH2:15][CH3:16])[CH3:6].N1C=CC=CC=1>ClCCl>[CH2:5]([O:7][C:8](=[S:18])[CH2:9][CH2:10][CH2:11][CH2:12][CH:13]([Cl:3])[CH2:14][CH2:15][CH3:16])[CH3:6]. Reported procedure: 89.25 grams (0.7 mole) of thionyl chloride at +5° C. were slowly dropped into a solution of 137.0 grams (0.59 mole) of 6-hydroxy-8-methylthiooctanoic acid ethyl ester (VIb) and 1 ml of pyridine in 300 ml of dichloromethane. After stirring for 1 hour at +10° C. the mixture was heated for 3 hours at reflux and subsequently concentrated in a vacuum. The residue was treated with 200 ml of water and extracted with dichloromethane. After drying the combined extracts with sodium sulfate the solvent was... Reactants: Cl.ClCC1=C2C=CC=NC2=C(C=C1)O (5-chloromethyl-8-quinolinol hydrochloride), N1(CCNCC1)CCN(C1CC=2C=CC=C(C2CC1)O)CCC ((−)-6-((2-(piperazin-1-yl)ethyl)(propyl)amino)-5,6,7,8-tetrahydronaphthalen-1-ol). Reaction SMILES: Cl.Cl[CH2:3][C:4]1[CH:13]=[CH:12][C:11]([OH:14])=[C:10]2[C:5]=1[CH:6]=[CH:7][CH:8]=[N:9]2.[N:15]1([CH2:21][CH2:22][N:23]([CH2:35][CH2:36][CH3:37])[CH:24]2[CH2:33][CH2:32][C:31]3[C:30]([OH:34])=[CH:29][CH:28]=[CH:27][C:26]=3[CH2:25]2)[CH2:20][CH2:19][NH:18][CH2:17][CH2:16]1>>[OH:34][C:30]1[CH:29]=[CH:28][CH:27]=[C:26]2[C:31]=1[CH2:32][CH2:33][CH:24]([N:23]([CH2:35][CH2:36][CH3:37])[CH2:22][CH2:21][N:15]1[CH2:20][CH2:19][N:18]([CH2:3][C:4]3[CH:13]=[CH:12][C:11]([OH:14])=[C:10]4[C:5]=3[CH:6]=[CH:7][CH:8]=[N:9]4)[CH2:17][CH2:16]1)[CH2:25]2 |f:0.1|. Yield: 77.5%. Procedure details: This compound was prepared following the procedure H in which compound 11 (0.18 g, 0.8 mmol) and 9b (0.23 g, 0.72 mmol) were used to afford 12b as yellow solid (0.265 g, 59%). 1H NMR of salt (400 MHz, DMSO-d6) δ ppm 0.84-0.87 (t, 3H, J=6 Hz), 1.79-1.81 (bs, 4H), 2.298 (bs, 1H), 2.476-2.48 (m, 2H), 2.74 (s, 2H), 2.96-3.02 (t, 1H, J=12 Hz), 3.122 (bs, 3H), 3.34-3.65 (m, 12H), 6.50-6.52 (d, 1H, J=8 Hz), 6.55-6.57 (d, 1H, J=8 Hz), 6.93-6.96 (t, 1H, J=6 Hz), 7.06-7.08 (d, 1H, J=8 Hz), 7.32-7.34 (d, 1... The product is OC1=C2CCC(CC2=CC=C1)N(CCN1CCN(CC1)CC1=C2C=CC=NC2=C(C=C1)O)CCC (5-((4-(2-((5-hydroxy-1,2,3,4-tetrahydronaphthalen-2-yl)(propyl)amino)ethyl)piperazin-1-yl)methyl)quinolin-8-ol). RXN SMILES: [CH2:20]1[O:21][CH2:22][CH2:23][CH2:24]1.[CH3:17][CH2:18][OH:19].[NH2:1][c:2]1[c:3]([N+:14]([O-:15])=[O:16])[c:4](=[O:13])[n:5]([CH3:12])[c:6]2[n:7][cH:8][cH:9][cH:10][c:11]12>>[NH2:1][c:2]1[c:3]([NH2:14])[c:4](=[O:13])[n:5]([CH3:12])[c:6]2[n:7][cH:8][cH:9][cH:10][c:11]12. The product is Cn1c(=O)c(N)c(N)c2cccnc21. The reactants are C1CCOC1, CCO, Cn1c(=O)c([N+](=O)[O-])c(N)c2cccnc21. Starting materials: CC(OCC)=O (EA), BrC1=C(C(=CC(=C1)S(F)(F)(F)(F)F)Br)O (2,6-dibromo-4-pentafluorosulfanylphenol), C(=O)([O-])[O-].[K+].[K+] (K2CO3), CI (CH3I). Solvent: CN(C)C=O (DMF). Yields the product BrC1=C(C(=CC(=C1)S(F)(F)(F)(F)F)Br)OC (1,3-Dibromo-2-methoxy-5-pentafluorosulfanylbenzene). Yield: 107.1%. Reaction SMILES: [Br:1][C:2]1[CH:7]=[C:6]([S:8]([F:13])([F:12])([F:11])([F:10])[F:9])[CH:5]=[C:4]([Br:14])[C:3]=1[OH:15].[C:16]([O-])([O-])=O.[K+].[K+].CI.CC(=O)OCC>CN(C=O)C>[Br:1][C:2]1[CH:7]=[C:6]([S:8]([F:13])([F:9])([F:10])([F:11])[F:12])[CH:5]=[C:4]([Br:14])[C:3]=1[O:15][CH3:16] |f:1.2.3|. Reported procedure: 450 mg of 2,6-dibromo-4-pentafluorosulfanylphenol, 329 mg of K2CO3 and 186 mg of CH3I were stirred at RT in 5 ml of anhydrous DMF for 24 hours. Subsequently, the reaction mixture was poured onto 100 ml of EA and extracted 3 times with 30 ml each time of water. Drying was effected over MgSO4 and the solvent was removed under reduced pressure to obtain 500 mg of a colorless oil. Reactants: NC1=C(SC(=C1)C)C(=O)OC (3-amino-5-methyl-2-thiophenecarboxylic acid, methyl ester), ClC1=CC=C(C=N1)C(=O)N (6-chloro-3-pyridinecarboxamide). Run in C(Cl)(Cl)Cl (chloroform). The product is CC1=CC=2N=C3N(C(C2S1)=O)C=C(C=C3)C(=O)N (2-methyl-10-oxo-10H-pyrido[1,2-a]thieno[3,2-d]pyrimidine-7-carboxamide). The yield is 14.6%. RXN SMILES: [NH2:1][C:2]1[CH:6]=[C:5]([CH3:7])[S:4][C:3]=1[C:8]([O:10]C)=O.Cl[C:13]1[N:18]=[CH:17][C:16]([C:19]([NH2:21])=[O:20])=[CH:15][CH:14]=1>C(Cl)(Cl)Cl>[CH3:7][C:5]1[S:4][C:3]2[C:8](=[O:10])[N:18]3[CH:17]=[C:16]([C:19]([NH2:21])=[O:20])[CH:15]=[CH:14][C:13]3=[N:1][C:2]=2[CH:6]=1. Reported procedure: A mixture of 2.7 g (0.0158 mol) of 3-amino-5-methyl-2-thiophenecarboxylic acid, methyl ester (German Patent 1055007, April 16, 1959) and 2.5 g (0.0158 mol) of 6-chloro-3-pyridinecarboxamide (Aldrich Chemical Company) is heated in an oil bath at 180°-190° C. for one hour. The mixture is cooled and then suspended in hot chloroform and filtered to give 0.6 g of 2-methyl-10-oxo-10H-pyrido[1,2-a]thieno[3,2-d]pyrimidine-7-carboxamide; mp 375°-377° C. after recrystallization from pyridine. Reactants: Cl (hydrochloric acid), O1CCOCC1 (1,4-dioxane), Intermediate 2, C1(=CC=CC=C1)P(C1=CC=CC=C1)C1=CC=CC=C1 (triphenylphosphine). Run at time 2 hour. Yields the product product 3, C1(=CC=CC=C1)P(C1=CC=CC=C1)(C1=CC=CC=C1)=O (triphenylphosphine oxide). RXN SMILES: [C:1]1([P:7]([C:14]2[CH:19]=[CH:18][CH:17]=[CH:16][CH:15]=2)[C:8]2[CH:13]=[CH:12][CH:11]=[CH:10][CH:9]=2)[CH:6]=[CH:5][CH:4]=[CH:3][CH:2]=1.Cl.[O:21]1CCOCC1>>[C:14]1([P:7](=[O:21])([C:1]2[CH:2]=[CH:3][CH:4]=[CH:5][CH:6]=2)[C:8]2[CH:13]=[CH:12][CH:11]=[CH:10][CH:9]=2)[CH:15]=[CH:16][CH:17]=[CH:18][CH:19]=1. Procedure: Intermediate 2 (25.72 g, 40 mmol) was suspended in a solution of triphenylphosphine (10.94 g, 41.7 mmol) and 5% aqueous hydrochloric acid (2 mL) in 1,4-dioxane (200 mL). Stirring at room temperature in a stoppered flask for 2 h produced a solution of the product 3 and triphenylphosphine oxide. The reaction was worked up with ether and brine giving a solid from which 3 was extracted with hexanes at room temperature. The yield of 3 was 26.58 g (82.4 mmol, 103%). Starting materials: C(C)(C)(C)OC(=O)N(C(C1=C(C=CC(=C1)N1C(CCC1=O)C)C(=O)N1CCN(CC1)C1=NC=C(C=C1C)C)=O)C(=O)OC(C)(C)C (N,N-di-tert-butyloxycarbonyl-2-[4-(3,5-dimethylpyridin-2-yl)piperazine-1-carbonyl]-5-(2-methyl-5-oxopyrrolidin-1-yl)benzamide). Run in O1CCCC1.CNC (dimethylamine tetrahydrofuran). Yield: 50.9%. Procedure: Using N,N-di-tert-butyloxycarbonyl-2-[4-(3,5-dimethylpyridin-2-yl)piperazine-1-carbonyl]-5-(2-methyl-5-oxopyrrolidin-1-yl)benzamide (70 mg) described in Example 837 and 2 mol/L dimethylamine tetrahydrofuran solution (220 μL) and by the reaction and treatment in the same manner as in Example 770, the title compound (26 mg) was obtained. The product is CC=1C(=NC=C(C1)C)N1CCN(CC1)C(=O)C1=C(C(=O)N(C)C)C=C(C=C1)N1C(CCC1=O)C (2-[4-(3,5-dimethylpyridin-2-yl)piperazine-1-carbonyl]-N,N-dimethyl-5-(2-methyl-5-oxopyrrolidin-1-yl)benzamide). As a reaction SMILES: C(O[C:6]([N:8]([C:40](OC(C)(C)C)=O)[C:9](=[O:39])[C:10]1[CH:15]=[C:14]([N:16]2[C:20](=[O:21])[CH2:19][CH2:18][CH:17]2[CH3:22])[CH:13]=[CH:12][C:11]=1[C:23]([N:25]1[CH2:30][CH2:29][N:28]([C:31]2[C:36]([CH3:37])=[CH:35][C:34]([CH3:38])=[CH:33][N:32]=2)[CH2:27][CH2:26]1)=[O:24])=O)(C)(C)C>O1CCCC1.CNC>[CH3:37][C:36]1[C:31]([N:28]2[CH2:27][CH2:26][N:25]([C:23]([C:11]3[CH:12]=[CH:13][C:14]([N:16]4[C:20](=[O:21])[CH2:19][CH2:18][CH:17]4[CH3:22])=[CH:15][C:10]=3[C:9]([N:8]([CH3:40])[CH3:6])=[O:39])=[O:24])[CH2:30][CH2:29]2)=[N:32][CH:33]=[C:34]([CH3:38])[CH:35]=1 |f:1.2|. Starting materials: N=1N(N=C2C1C=CC=C2)C2=C(C(=CC(=C2)C)CCl)O (2-(2H-Benzotriazol-2-yl)-6-chloromethyl-4-methyl-phenol), CC1(CC(CC(C1)C)O)C (3,3,5-Trimethyl-cyclohexanol), [H-].[Na+] (sodium hydride). The solvent is O1CCOCC1 (dioxane). Run at temperature 70 celsius, time 1 hour. Product: N=1N(N=C2C1C=CC=C2)C2=C(C(=CC(=C2)C)COC2CC(CC(C2)C)(C)C)O (2-(2H-Benzotriazol-2-yl)-6-(3,3,5-trimethyl-cyclohexyloxymethyl)-4-methyl-phenol). Yield: 72.7%. Reaction SMILES: [N:1]1[N:2]([C:10]2[CH:15]=[C:14]([CH3:16])[CH:13]=[C:12]([CH2:17]Cl)[C:11]=2[OH:19])[N:3]=[C:4]2[CH:9]=[CH:8][CH:7]=[CH:6][C:5]=12.[CH3:20][C:21]1([CH3:29])[CH2:26][CH:25]([CH3:27])[CH2:24][CH:23]([OH:28])[CH2:22]1.[H-].[Na+]>O1CCOCC1>[N:1]1[N:2]([C:10]2[CH:15]=[C:14]([CH3:16])[CH:13]=[C:12]([CH2:17][O:28][CH:23]3[CH2:24][CH:25]([CH3:27])[CH2:26][C:21]([CH3:29])([CH3:20])[CH2:22]3)[C:11]=2[OH:19])[N:3]=[C:4]2[CH:9]=[CH:8][CH:7]=[CH:6][C:5]=12 |f:2.3|. Reported procedure: 2-(2H-Benzotriazol-2-yl)-6-chloromethyl-4-methyl-phenol (0.8 g, 2.9 mmol) is partly solved in dioxane (23 mL) at 80° C. 3,3,5-Trimethyl-cyclohexanol (12.3 g, 86 mmol) and sodium hydride (200 mg, 5 mmol, 60% in mineral oil) are added subsequently. The orange reaction mixture is stirred at 70° C. for one hour and evaporated to dryness. The residue is dissolved in ethyl acetate and extracted with water. The organic layer is dried over sodium sulphate, filtered and evaporated to dryness. The crude p... The reactants are CCSc1ncccc1C(=O)Cl, CC(C)C(=O)Nc1cccc(C2CCN(CCC(N)c3ccccc3)CC2)c1. The product is CCSc1ncccc1C(=O)NC(CCN1CCC(c2cccc(NC(=O)C(C)C)c2)CC1)c1ccccc1. RXN SMILES: [CH2:29]([CH3:30])[S:31][c:32]1[c:33]([C:34](=[O:35])[Cl:36])[cH:37][cH:38][cH:39][n:40]1.[NH2:1][CH:2]([CH2:3][CH2:4][N:5]1[CH2:6][CH2:7][CH:8]([c:11]2[cH:12][c:13]([NH:17][C:18]([CH:19]([CH3:20])[CH3:21])=[O:22])[cH:14][cH:15][cH:16]2)[CH2:9][CH2:10]1)[c:23]1[cH:24][cH:25][cH:26][cH:27][cH:28]1>>[NH:1]([CH:2]([CH2:3][CH2:4][N:5]1[CH2:6][CH2:7][CH:8]([c:11]2[cH:12][c:13]([NH:17][C:18]([CH:19]([CH3:20])[CH3:21])=[O:22])[cH:14][cH:15][cH:16]2)[CH2:9][CH2:10]1)[c:23]1[cH:24][cH:25][cH:26][cH:27][cH:28]1)[C:34]([c:33]1[c:32]([S:31][CH2:29][CH3:30])[n:40][cH:39][cH:38][cH:37]1)=[O:35].